Dataset: the Open Reaction Database (ORD), a public repository of structured organic reaction records. Task: describe an organic reaction: reactants, conditions, products, and yield Solvent: N1=CC=CC=C1 (pyridine). The reactants are NCCCN(C)C1=NC=CC=C1 (2-[N-(3-aminopropyl)-N-methylamino]pyridine), CSC1=NC=C(C(N1)=O)CC1=CC=C(C=C1)O (2-methylthio-5-(4-hydroxybenzyl)pyrimid-4-one). Yields the product CN(C1=NC=CC=C1)CCCNC1=NC=C(C(N1)=O)CC1=CC=C(C=C1)O (2-[3-(N-methyl-N-pyrid-2-ylamino)propyl-amino]-5-(4-hydroxybenzyl) pyrimid-4-one). Procedure details: 2-[N-(3-aminopropyl)-N-methylamino]pyridine (1.98 g) and 2-methylthio-5-(4-hydroxybenzyl)pyrimid-4-one (2.48 g) were heated together under reflux in pyridine (5 ml) for 24 hr. After stripping, the residue was triturated with water (pH adjusted to 7.0 with 2N hydrochloric acid). Recrystallisation from ethanol/water and again from methanol gave 2-[3-(N-methyl-N-pyrid-2-ylamino)propyl-amino]-5-(4-hydroxybenzyl) pyrimid-4-one, 2.4 g (66%) mp 109°-11° C. (analytical sample from methanol). RXN SMILES: [NH2:1][CH2:2][CH2:3][CH2:4][N:5]([C:7]1[CH:12]=[CH:11][CH:10]=[CH:9][N:8]=1)[CH3:6].CS[C:15]1[NH:20][C:19](=[O:21])[C:18]([CH2:22][C:23]2[CH:28]=[CH:27][C:26]([OH:29])=[CH:25][CH:24]=2)=[CH:17][N:16]=1>N1C=CC=CC=1>[CH3:6][N:5]([CH2:4][CH2:3][CH2:2][NH:1][C:15]1[NH:20][C:19](=[O:21])[C:18]([CH2:22][C:23]2[CH:28]=[CH:27][C:26]([OH:29])=[CH:25][CH:24]=2)=[CH:17][N:16]=1)[C:7]1[CH:12]=[CH:11][CH:10]=[CH:9][N:8]=1. Reactants: C(C(=O)O)NCP(=O)(O)O (glyphosate), C(C)(=O)N (acetamide), C(C)(=O)N(CC(=O)O)CC(=O)O (N-acetyliminodiacetic acid). The product is C(=O)(O)CN1C(CN(C(C1)=O)CC(=O)O)=O (1,4-di(carboxymethyl)-2,5-diketopiperazine). Reaction SMILES: [CH2:1]([NH:5][CH2:6]P(O)(O)=O)[C:2]([OH:4])=[O:3].C(N)(=O)C.[C:15]([N:18]([CH2:23][C:24](O)=[O:25])[CH2:19][C:20]([OH:22])=[O:21])(=[O:17])C>>[C:2]([CH2:1][N:5]1[CH2:6][C:15](=[O:17])[N:18]([CH2:19][C:20]([OH:22])=[O:21])[CH2:23][C:24]1=[O:25])([OH:4])=[O:3]. Procedure: An alternative route for the preparation of glyphosate I from acetamide VII is illustrated in Reaction Scheme 7 ##STR15## In general, the sequence of reactions in Reaction Scheme 7 is the same as those in Reaction Scheme 6 except that N-acetyliminodiacetic acid XVI is deacylated to form 1,4-di(carboxymethyl)-2,5-diketopiperazine XVII which is then directly phosphonomethylated in the same manner as iminodiacetic acid XIV is phosphonomethylated in Reaction Scheme 6. Reactants: CCCCOC(=O)c1sc2ccc(OCOC)cc2c1OC(=O)C(C)(C)C, CCCCCC, CC(=O)O, Cl, O. Yields the product CCCCOC(=O)c1sc2ccc(O)cc2c1OC(=O)C(C)(C)C. As a reaction SMILES: [CH2:2]([CH2:3][CH2:4][CH3:5])[O:6][C:7](=[O:8])[c:9]1[c:10]([O:22][C:23]([C:24]([CH3:25])([CH3:26])[CH3:27])=[O:28])[c:11]2[c:12]([s:13]1)[cH:14][cH:15][c:16]([O:18][CH2:19][O:20][CH3:21])[cH:17]2.[CH3:30][CH2:31][CH2:32][CH2:33][CH2:34][CH3:35].[CH3:36][C:37](=[O:38])[OH:39].[ClH:1].[OH2:29]>>[CH2:2]([CH2:3][CH2:4][CH3:5])[O:6][C:7](=[O:8])[c:9]1[c:10]([O:22][C:23]([C:24]([CH3:25])([CH3:26])[CH3:27])=[O:28])[c:11]2[c:12]([s:13]1)[cH:14][cH:15][c:16]([OH:18])[cH:17]2. Reactants: COC(C1=CC(=CC(=C1)OCCCOC1=CC=C(C=C1)OCC1=CC=CC=C1)OCCCCCCCCCCCCCCCCCC)=O (3-(octadecyloxy)-5-[3-[4-(phenylmethoxy) phenoxy]propoxy]benzoic acid methyl ester), [H][H] (hydrogen). Reagents/catalysts: [Pd] (palladium on carbon). The solvent is C1CCOC1 (THF). Yields the product COC(C1=CC(=CC(=C1)OCCCCCCCCCCCCCCCCCC)OCCCOC1=CC=C(C=C1)O)=O (3-[3-(4-hydroxyphenoxy)propoxy]-5-(octadecyloxy)benzoic acid methyl ester). Yield: 51.2%. RXN SMILES: [CH3:1][O:2][C:3](=[O:48])[C:4]1[CH:9]=[C:8]([O:10][CH2:11][CH2:12][CH2:13][O:14][C:15]2[CH:20]=[CH:19][C:18]([O:21]CC3C=CC=CC=3)=[CH:17][CH:16]=2)[CH:7]=[C:6]([O:29][CH2:30][CH2:31][CH2:32][CH2:33][CH2:34][CH2:35][CH2:36][CH2:37][CH2:38][CH2:39][CH2:40][CH2:41][CH2:42][CH2:43][CH2:44][CH2:45][CH2:46][CH3:47])[CH:5]=1.[H][H]>[Pd].C1COCC1>[CH3:1][O:2][C:3](=[O:48])[C:4]1[CH:5]=[C:6]([O:29][CH2:30][CH2:31][CH2:32][CH2:33][CH2:34][CH2:35][CH2:36][CH2:37][CH2:38][CH2:39][CH2:40][CH2:41][CH2:42][CH2:43][CH2:44][CH2:45][CH2:46][CH3:47])[CH:7]=[C:8]([O:10][CH2:11][CH2:12][CH2:13][O:14][C:15]2[CH:20]=[CH:19][C:18]([OH:21])=[CH:17][CH:16]=2)[CH:9]=1. Reported procedure: A mixture of 0.40 g of 3-(octadecyloxy)-5-[3-[4-(phenylmethoxy) phenoxy]propoxy]benzoic acid methyl ester and 0.1 g of 10% palladium on carbon in 25 ml of THF was stirred in a hydrogen atmosphere for 4 hours. The usual workup followed by purification by chromatography on 12 g of silica gel (230-400 mesh) using 20% ethyl acetate-hexane to give 0.177 g (51% yield, mp 85°-88°) of 3-[3-(4-hydroxyphenoxy)propoxy]-5-(octadecyloxy)benzoic acid methyl ester. Starting materials: CC(=O)O[BH-](OC(C)=O)OC(C)=O, CC(C)C(CN)c1ccccc1, CC(=O)O, O=Cc1ccccc1, ClCCl, [Na+]. The product is CC(C)C(CNCc1ccccc1)c1ccccc1. Reaction SMILES: [C:21]([O:22][BH-:23]([O:24][C:25](=[O:26])[CH3:27])[O:28][C:29](=[O:30])[CH3:31])(=[O:32])[CH3:33].[CH3:1][CH:2]([CH:3]([CH2:4][NH2:5])[c:6]1[cH:7][cH:8][cH:9][cH:10][cH:11]1)[CH3:12].[CH3:35][C:36](=[O:37])[OH:38].[CH:13](=[O:14])[c:15]1[cH:16][cH:17][cH:18][cH:19][cH:20]1.[Cl:39][CH2:40][Cl:41].[Na+:34]>>[CH3:1][CH:2]([CH:3]([CH2:4][NH:5][CH2:13][c:15]1[cH:16][cH:17][cH:18][cH:19][cH:20]1)[c:6]1[cH:7][cH:8][cH:9][cH:10][cH:11]1)[CH3:12]. Starting materials: C1(=CC=CC=C1)S(=O)(=O)N1C(=CC=2C1=NC=C(C2)S(=O)(=O)C)C=2OC(=CC2)C (1-benzenesulfonyl-5-methanesulfonyl-2-(5-methylfuran-2-yl)-1H-pyrrolo[2,3-b]pyridine), [OH-].[K+] (potassium hydroxide). Procedure: To a mixture solution of the compound obtained in Example 11 (2) (421 mg) in methanol (60 ml), a 1N aqueous potassium hydroxide solution (3 ml) was added and the mixture was stirred at 60° C. for 1 hour. The reaction solution was then concentrated under reduced pressure. The residue was washed with water and ether and dried to obtain 252 mg of the desired product as a yellow powder. RXN SMILES: C1(S([N:10]2[C:14]3=[N:15][CH:16]=[C:17]([S:19]([CH3:22])(=[O:21])=[O:20])[CH:18]=[C:13]3[CH:12]=[C:11]2[C:23]2[O:24][C:25]([CH3:28])=[CH:26][CH:27]=2)(=O)=O)C=CC=CC=1.[OH-].[K+]>CO>[CH3:22][S:19]([C:17]1[CH:18]=[C:13]2[CH:12]=[C:11]([C:23]3[O:24][C:25]([CH3:28])=[CH:26][CH:27]=3)[NH:10][C:14]2=[N:15][CH:16]=1)(=[O:21])=[O:20] |f:1.2|. Reaction conditions: temperature 60 celsius, time 1 hour. Run in CO (methanol). Yield: 90.2%. Yields the product CS(=O)(=O)C=1C=C2C(=NC1)NC(=C2)C=2OC(=CC2)C (5-methanesulfonyl-2-(5-methylfuran-2-yl)-1H-pyrrolo[2,3-b]pyridine). The reactants are NC1=C(C=C2C=C(NC2=C1)C(=O)O)OCC1=CC=CC=C1 (6-Amino-5-benzyloxy-1H-indole-2-carboxylic acid), C(CC(C)C)O (isopentanol), C(C)(=O)OCC (Ethyl acetate), C([O-])(O)=O.[Na+] (sodium bicarbonate). Reagents/catalysts: S(O)(O)(=O)=O (sulfuric acid). Reaction conditions: temperature 115 celsius, time 10 minute. Yields the product CC(CCOC(=O)C=1NC2=CC(=C(C=C2C1)OCC1=CC=CC=C1)N)C (6-amino-5-benzyloxy-1H-indole-2-carboxylic acid 3-methyl-butyl ester). RXN SMILES: [NH2:1][C:2]1[CH:10]=[C:9]2[C:5]([CH:6]=[C:7]([C:11]([OH:13])=[O:12])[NH:8]2)=[CH:4][C:3]=1[O:14][CH2:15][C:16]1[CH:21]=[CH:20][CH:19]=[CH:18][CH:17]=1.C(OCC)(=O)C.C(=O)(O)[O-].[Na+].[CH2:33](O)[CH2:34][CH:35]([CH3:37])[CH3:36]>S(=O)(=O)(O)O>[CH3:36][CH:35]([CH3:37])[CH2:34][CH2:33][O:12][C:11]([C:7]1[NH:8][C:9]2[C:5]([CH:6]=1)=[CH:4][C:3]([O:14][CH2:15][C:16]1[CH:21]=[CH:20][CH:19]=[CH:18][CH:17]=1)=[C:2]([NH2:1])[CH:10]=2)=[O:13] |f:2.3|. Procedure details: 6-Amino-5-benzyloxy-1H-indole-2-carboxylic acid is suspended in isopentanol (10 mL) and concentrated sulfuric acid (10 drops) is added. The mixture is stirred at 115° C. for 10 min and then stirred at 90° C. for 3 h. Ethyl acetate is added and the mixture is neutralized with saturated sodium bicarbonate. The mixture is then washed with saturated NaCl (3×) and water (1×), dried over MgSO4, filtered, and concentrated to afford 6-amino-5-benzyloxy-1H-indole-2-carboxylic acid 3-methyl-butyl ester. Yields the product N#Cc1ccc([N+](=O)[O-])cc1Cl. RXN SMILES: [Cl:5][c:6]1[c:7]([C:8](=[O:9])[NH2:10])[cH:11][cH:12][c:13]([N+:15](=[O:16])[O-:17])[cH:14]1.[S:1]([Cl:2])([Cl:3])=[O:4].[cH:18]1[cH:19][cH:20][cH:21][cH:22][cH:23]1>>[Cl:5][c:6]1[c:7]([C:8]#[N:10])[cH:11][cH:12][c:13]([N+:15](=[O:16])[O-:17])[cH:14]1. Starting materials: NC(=O)c1ccc([N+](=O)[O-])cc1Cl, O=S(Cl)Cl, c1ccccc1.